From a dataset of the Open Reaction Database (ORD), a public repository of structured organic reaction records. describe an organic reaction: reactants, conditions, products, and yield Yields the product CNC1=CC=CC(=N1)CCCCCCC(CC(=O)O)C=1C=NC=NC1 (9-(6-Methylamino-pyridin-2-yl)-3-(pyrimidin-5-yl)-nonanoic acid). The solvent is C1CCOC1.CO.O (THF MeOH H2O). Reaction SMILES: C([O:3][C:4](=[O:27])[CH2:5][CH:6]([C:21]1[CH:22]=[N:23][CH:24]=[N:25][CH:26]=1)[CH2:7][CH2:8][CH2:9][CH2:10][CH2:11][CH2:12][C:13]1[CH:18]=[CH:17][CH:16]=[C:15]([NH:19][CH3:20])[N:14]=1)C.[OH-].[Na+].Cl>C1COCC1.CO.O>[CH3:20][NH:19][C:15]1[N:14]=[C:13]([CH2:12][CH2:11][CH2:10][CH2:9][CH2:8][CH2:7][CH:6]([C:21]2[CH:22]=[N:23][CH:24]=[N:25][CH:26]=2)[CH2:5][C:4]([OH:27])=[O:3])[CH:18]=[CH:17][CH:16]=1 |f:1.2,4.5.6|. Starting materials: C(C)OC(CC(CCCCCCC1=NC(=CC=C1)NC)C=1C=NC=NC1)=O (9-(6-Methylamino-pyridin-2-yl)-3-pyrimidin-5-yl-nonanoic acid ethyl ester), [OH-].[Na+] (NaOH), Cl (HCl). Reported procedure: To a solution of 6-13a (0.215 g, 0.580 mmol) in THF/MeOH/H2O 3:1:1(10 mL)) was added NaOH (1.16 mL of 1N solution in water, 1.16 mmol). After 30 minutes, the mixture was neutralized with HCl (1.16 mL of 1N solution in water, 1.16 mmol) and the solvents were evaporated. The residue chromatographed on silica gel (15% MeOH/CHCl3) to give 6-14a as a white solid. Run at time 30 minute. Starting materials: BrC1CC(C2=CC=CC=C12)=O (3-Bromoindan-1-one), TEA. Solvent: C(C)OCC (diethyl ether). Reaction conditions: time 2 hour. Product: C1(C=CC2=CC=CC=C12)=O (Inden-1-one). As a reaction SMILES: Br[CH:2]1[C:10]2[C:5](=[CH:6][CH:7]=[CH:8][CH:9]=2)[C:4](=[O:11])[CH2:3]1>C(OCC)C>[C:4]1(=[O:11])[C:5]2[C:10](=[CH:9][CH:8]=[CH:7][CH:6]=2)[CH:2]=[CH:3]1. Procedure: 3-Bromoindan-1-one (1.5) was dissolved in diethyl ether (10 ml). The temperature was kept at +2-+4 while TEA (2.7 ml) was added. The resulting mixture was further stirred at +2-+4 for 2 hours. The precipitated salt was filtered off and the filtrate evaporated. The crude inden-1-one was used for further reaction without purification. Yield was 0.9 g. Reactants: [BH4-], CC(C)(C)OC(=O)NC1CC(=O)OC1=O, CC(=O)O, CO, [Na+], C1CCOC1. Product: CC(C)(C)OC(=O)NC(CO)CC(=O)[O-], [Na+]. As a reaction SMILES: [BH4-:16].[C:1]([CH3:2])([CH3:3])([CH3:4])[O:5][C:6](=[O:7])[NH:8][CH:9]1[CH2:10][C:11](=[O:12])[O:13][C:14]1=[O:15].[CH3:18][C:19](=[O:20])[OH:21].[CH3:22][OH:23].[Na+:17].[O:24]1[CH2:25][CH2:26][CH2:27][CH2:28]1>>[C:1]([CH3:2])([CH3:3])([CH3:4])[O:5][C:6](=[O:7])[NH:8][CH:9]([CH2:10][C:11](=[O:12])[O-:13])[CH2:14][OH:15].[Na+:17]. The reactants are COc1ccc(-c2nn3c(NCCCCNC(=NC(=O)OC(C)(C)C)NC(=O)OC(C)(C)C)cccc3c2-c2ccnc(NC3CCCC3)n2)cc1, ClCCl, O=C(O)C(F)(F)F. The product is COc1ccc(-c2nn3c(NCCCCNC(=N)N)cccc3c2-c2ccnc(NC3CCCC3)n2)cc1. As a reaction SMILES: [C:1]([O:2][C:3]([NH:8][C:9](=[N:10][C:4]([O:5][C:6]([CH3:7])([CH3:11])[CH3:12])=[O:13])[NH:18][CH2:19][CH2:20][CH2:21][CH2:22][NH:23][c:24]1[cH:25][cH:26][cH:27][c:28]2[n:29]1[n:30][c:31](-[c:45]1[cH:46][cH:47][c:48]([O:51][CH3:52])[cH:49][cH:50]1)[c:32]2-[c:33]1[n:34][c:35]([NH:39][CH:40]2[CH2:41][CH2:42][CH2:43][CH2:44]2)[n:36][cH:37][cH:38]1)=[O:14])([CH3:15])([CH3:16])[CH3:17].[Cl:60][CH2:61][Cl:62].[OH:53][C:54]([C:55]([F:56])([F:57])[F:58])=[O:59]>>[NH:8]=[C:9]([NH2:10])[NH:18][CH2:19][CH2:20][CH2:21][CH2:22][NH:23][c:24]1[cH:25][cH:26][cH:27][c:28]2[n:29]1[n:30][c:31](-[c:45]1[cH:46][cH:47][c:48]([O:51][CH3:52])[cH:49][cH:50]1)[c:32]2-[c:33]1[n:34][c:35]([NH:39][CH:40]2[CH2:41][CH2:42][CH2:43][CH2:44]2)[n:36][cH:37][cH:38]1. The reactants are C1(=CC=CC=C1)O (phenol), C1(=CC=C(C=C1)C1=CC=C(C=C1)O)O (4,4'-biphenol), OC1CCC(CC1)=O (4-hydroxycyclohexanone). Yields the product OC1=CC=C(C=C1)C1(CCC(CC1)O)C1=CC=C(C=C1)O (4,4-bis(4-hydroxyphenyl)cyclohexanol), ( I ). Reaction SMILES: [C:1]1([OH:14])[CH:6]=[CH:5][C:4]([C:7]2[CH:12]=[CH:11][C:10]([OH:13])=[CH:9][CH:8]=2)=[CH:3][CH:2]=1.[OH:15][CH:16]1[CH2:21][CH2:20][C:19](=O)[CH2:18][CH2:17]1.C1(O)C=CC=CC=1>>[OH:14][C:1]1[CH:2]=[CH:3][C:4]([C:7]2([C:19]3[CH:20]=[CH:21][C:16]([OH:15])=[CH:17][CH:18]=3)[CH2:12][CH2:11][CH:10]([OH:13])[CH2:9][CH2:8]2)=[CH:5][CH:6]=1. Procedure details: A process for the preparation of 4,4'-biphenol which comprises reacting 4-hydroxycyclohexanone with phenol in the presence of an acid catalyst to give 4,4-bis(4-hydroxyphenyl)cyclohexanol of the formula (I) ##STR5## and successively subjecting 4,4-bis(4-hydroxyphenyl)cyclohexanol to decomposition and dehydrogenation reactions in the presence of a dehydrogenation catalyst. The reactants are C=CC[Si](C)(C)C, CC#N, CC(O)C(O)C(O)C(O)C=O. The product is C=CCC(=O)C(O)C(O)C(O)C(C)O. As a reaction SMILES: [CH2:15]([CH:16]=[CH2:17])[Si:18]([CH3:19])([CH3:20])[CH3:21].[CH3:12][C:13]#[N:14].[O:1]=[CH:2][CH:3]([OH:4])[CH:5]([OH:6])[CH:7]([OH:8])[CH:9]([OH:10])[CH3:11]>>[O:1]=[C:2]([CH:3]([OH:4])[CH:5]([OH:6])[CH:7]([OH:8])[CH:9]([OH:10])[CH3:11])[CH2:17][CH:16]=[CH2:15]. Reactants: CC(C#C)O (3-Butyn-2-ol), COCCNCC (N-(Methoxyethyl)ethylamine). Procedure: In analogy to example 37.5 and 37.6, 3-Butyn-2-ol and N-(Methoxyethyl)ethylamine were converted to yield Ethyl-(2-methoxy-ethyl)-(1-methyl-prop-2-ynyl)-amine as colorless oil, MS: 155 (M). RXN SMILES: [CH3:1][CH:2](O)[C:3]#[CH:4].[CH3:6][O:7][CH2:8][CH2:9][NH:10][CH2:11][CH3:12]>>[CH2:11]([N:10]([CH2:9][CH2:8][O:7][CH3:6])[CH:2]([CH3:1])[C:3]#[CH:4])[CH3:12]. Product: C(C)N(C(C#C)C)CCOC (Ethyl-(2-methoxy-ethyl)-(1-methyl-prop-2-ynyl)-amine). Reactants: C(C)(=O)Cl (acetyl chloride), C[Si](C)(C)C#CC=1CCN(CC1)C(=O)OC(C)(C)C (tert-Butyl 4-[(trimethylsilyl)ethynyl]-3,6-dihydropyridine-1(2H) -carboxylate), CCOC(=O)C (EtOAc). The solvent is CO (methanol). Yields the product Cl.C[Si](C)(C)C#CC=1CCNCC1 (4-[(Trimethylsilyl)ethynyl]-1,2,3,6-tetrahydropyridine hydrochloride). The yield is 75.7%. Reaction SMILES: [CH3:1][Si:2]([C:5]#[C:6][C:7]1[CH2:8][CH2:9][N:10](C(OC(C)(C)C)=O)[CH2:11][CH:12]=1)([CH3:4])[CH3:3].C([Cl:23])(=O)C.CCOC(C)=O>CO>[ClH:23].[CH3:1][Si:2]([C:5]#[C:6][C:7]1[CH2:12][CH2:11][NH:10][CH2:9][CH:8]=1)([CH3:3])[CH3:4] |f:4.5|. Reported procedure: tert-Butyl 4-[(trimethylsilyl)ethynyl]-3,6-dihydropyridine-1(2H) -carboxylate (2.75 g, 9.8 mmol) was stirred in methanol (10 mL) and acetyl chloride (2.1 mL, 29.2 mmol) was added dropwise. The temperature rose from 18° C. to 30° C. during the addition, and the mixture was kept at 40° C. until there was no more starting material by tic. The mixture was cooled to room temperature, EtOAc (15 mL) was added and the solid filtered off to give an off-white solid (1.6 g).